This data is from the Open Reaction Database (ORD), a public repository of structured organic reaction records. The task is: describe an organic reaction: reactants, conditions, products, and yield The reactants are O=C([O-])[O-], CCCCCCCO, CCCCCCCCCCCC, Cc1ccccc1C, Cc1cc(C)cc(I)c1, [Cs+], [Cs+], [Cu]I. Product: CCCCCCCOc1cc(C)cc(C)c1. RXN SMILES: [C:18](=[O:19])([O-:20])[O-:21].[CH2:1]([CH2:2][CH2:3][CH2:4][CH2:5][CH2:6][CH3:7])[OH:8].[CH3:24][CH2:25][CH2:26][CH2:27][CH2:28][CH2:29][CH2:30][CH2:31][CH2:32][CH2:33][CH2:34][CH3:35].[CH3:38][c:39]1[c:40]([CH3:41])[cH:42][cH:43][cH:44][cH:45]1.[CH3:9][c:10]1[cH:11][c:12]([I:17])[cH:13][c:14]([CH3:16])[cH:15]1.[Cs+:22].[Cs+:23].[Cu:36][I:37]>>[CH2:1]([CH2:2][CH2:3][CH2:4][CH2:5][CH2:6][CH3:7])[O:8][c:12]1[cH:11][c:10]([CH3:9])[cH:15][c:14]([CH3:16])[cH:13]1.